Dataset: the Open Reaction Database (ORD), a public repository of structured organic reaction records. Task: describe an organic reaction: reactants, conditions, products, and yield The reactants are [BH4-].[Na+] (NaBH4), BrC1=CC=2C=C3N(C2C=C1)CCC3=O (7-bromo-2,3-dihydro-1H-pyrrolo[1,2-a]indol-1-one), CC(C)(C)[Si](C)(C)Cl (TBSCl), N1C=NC=C1 (imidazole). Solvent: CO (MeOH), O (H2O). Run at temperature 0 celsius, time 1 hour. Yields the product BrC1=CC=2C=C3N(C2C=C1)CCC3O[Si](C)(C)C(C)(C)C (7-bromo-1-(tert-butyldimethylsilyloxy)-2,3-dihydro-1H-pyrrolo[1,2-a]indole). Isolated yield 78.2%. As a reaction SMILES: [Br:1][C:2]1[CH:10]=[CH:9][C:8]2[N:7]3[CH2:11][CH2:12][C:13](=[O:14])[C:6]3=[CH:5][C:4]=2[CH:3]=1.[BH4-].[Na+].[CH3:17][C:18]([Si:21](Cl)([CH3:23])[CH3:22])([CH3:20])[CH3:19].N1C=CN=C1>CO.O>[Br:1][C:2]1[CH:10]=[CH:9][C:8]2[N:7]3[CH2:11][CH2:12][CH:13]([O:14][Si:21]([C:18]([CH3:20])([CH3:19])[CH3:17])([CH3:23])[CH3:22])[C:6]3=[CH:5][C:4]=2[CH:3]=1 |f:1.2|. Procedure: To a suspension of 7-bromo-2,3-dihydro-1H-pyrrolo[1,2-a]indol-1-one (1.1 g, 4.4 mmol) in MeOH (20 mL), cooled to 0° C., was added NaBH4 (0.33 g, 8.8 mmol). After stirring at 0° C. for 1 h, the reaction was quenched with H2O and then extracted with CH2Cl2. The combined organic phases were dried over Na2SO4, filtered, and concentrated to afford a white solid which was used without further purification. The crude solid was dissolved in CH2Cl2 (20 mL) and TBSCl (0.7 g, 4.4 mmol) and imidazole (0.33 ... Starting materials: O=Cc1ccc(OCc2ccccc2)c(C(=O)O)c1, CNc1ccccc1, CN1CCOCC1, CCN=C=NCCCN(C)C, CN(C)C=O, CCOC(C)=O, Cl, On1nnc2cccnc21. The product is CN(C(=O)c1cc(C=O)ccc1OCc1ccccc1)c1ccccc1. Reaction SMILES: [CH2:9]([c:10]1[cH:11][cH:12][cH:13][cH:14][cH:15]1)[O:16][c:17]1[c:18]([C:19](=[O:20])[OH:21])[cH:22][c:23]([CH:26]=[O:27])[cH:24][cH:25]1.[CH3:1][NH:2][c:3]1[cH:4][cH:5][cH:6][cH:7][cH:8]1.[CH3:38][N:39]1[CH2:40][CH2:41][O:42][CH2:43][CH2:44]1.[CH3:46][N:47]([CH3:48])[CH2:49][CH2:50][CH2:51][N:52]=[C:53]=[N:54][CH2:55][CH3:56].[CH3:57][N:58]([CH3:59])[CH:60]=[O:61].[CH3:62][CH2:63][O:64][C:65](=[O:66])[CH3:67].[ClH:45].[OH:28][n:29]1[c:30]2[n:31][cH:32][cH:33][cH:34][c:35]2[n:36][n:37]1>>[CH3:1][N:2]([c:3]1[cH:4][cH:5][cH:6][cH:7][cH:8]1)[C:19]([c:18]1[c:17]([O:16][CH2:9][c:10]2[cH:11][cH:12][cH:13][cH:14][cH:15]2)[cH:25][cH:24][c:23]([CH:26]=[O:27])[cH:22]1)=[O:21]. Reactants: BrB(Br)Br, O=C([O-])O, ClCCl, COc1c(F)cccc1I, [Na+]. Product: Oc1c(F)cccc1I. Reaction SMILES: [B:11]([Br:12])([Br:13])[Br:14].[C:15](=[O:16])([OH:17])[O-:18].[Cl:20][CH2:21][Cl:22].[F:1][c:2]1[c:3]([O:9][CH3:10])[c:4]([I:8])[cH:5][cH:6][cH:7]1.[Na+:19]>>[F:1][c:2]1[c:3]([OH:9])[c:4]([I:8])[cH:5][cH:6][cH:7]1.